Dataset: the Open Reaction Database (ORD), a public repository of structured organic reaction records. Task: describe an organic reaction: reactants, conditions, products, and yield The reactants are COCCOC, N#Cc1ccccc1C=Cc1ccc(F)cc1, O. The product is N#Cc1ccccc1CCc1ccc(F)cc1. Reaction SMILES: [CH3:18][O:19][CH2:20][CH2:21][O:22][CH3:23].[F:1][c:2]1[cH:3][cH:4][c:5]([CH:8]=[CH:9][c:10]2[c:11]([C:12]#[N:13])[cH:14][cH:15][cH:16][cH:17]2)[cH:6][cH:7]1.[OH2:24]>>[F:1][c:2]1[cH:3][cH:4][c:5]([CH2:8][CH2:9][c:10]2[c:11]([C:12]#[N:13])[cH:14][cH:15][cH:16][cH:17]2)[cH:6][cH:7]1. Starting materials: CCO, Cc1cccc(N)c1C, ClCC1=NCCN1, Cl. Yields the product Cc1cccc(NCC2=NCCN2)c1C, Cl. Reaction SMILES: [CH3:18][CH2:19][OH:20].[CH3:9][c:10]1[c:11]([NH2:12])[cH:13][cH:14][cH:15][c:16]1[CH3:17].[Cl:2][CH2:3][C:4]1=[N:8][CH2:7][CH2:6][NH:5]1.[ClH:1]>>[CH2:3]([C:4]1=[N:8][CH2:7][CH2:6][NH:5]1)[NH:12][c:11]1[c:10]([CH3:9])[c:16]([CH3:17])[cH:15][cH:14][cH:13]1.[ClH:2]. Reactants: [N+](=O)([O-])C=1C=C(C=O)C=CC1 (3-nitrobenzaldehyde), CCCCCC (hexane), [Br-].C(CC)[P+](C1=CC=CC=C1)(C1=CC=CC=C1)C1=CC=CC=C1 (propyltriphenyl phosphonium bromide), C(CCC)[Li] (n-butyllithium). Yields the product C(C=CC)C=1C=C(C=CC1)[N+](=O)[O-] (3-(2-butenyl)nitrobenzene). Isolated yield 96.7%. As a reaction SMILES: [N+:1]([C:4]1[CH:5]=[C:6]([CH:9]=[CH:10][CH:11]=1)[CH:7]=O)([O-:3])=[O:2].[Br-].[CH2:13]([P+](C1C=CC=CC=1)(C1C=CC=CC=1)C1C=CC=CC=1)[CH2:14][CH3:15].C([Li])CCC.CCCCCC>>[CH2:7]([C:6]1[CH:5]=[C:4]([N+:1]([O-:3])=[O:2])[CH:11]=[CH:10][CH:9]=1)[CH:13]=[CH:14][CH3:15] |f:1.2|. Procedure: Treatment of 3-nitrobenzaldehyde (8.2 g) with propyltriphenyl phosphonium bromide (25 g) and n-butyllithium in hexane (64.9 mmol), as described in Example 1a, gave 3-(2-butenyl)nitrobenzene (9.3 g), δ (360 MHz, CDCl3) 1.1 (3H, t, CH3), 2.4 (2H, m, CH2CH3). 5.8 (1H, m, =CH--CH2), 6.3 (1H, m, CH=CH2), 7.2 to 8.0 (4H, m, ArH). Treatment of the above 3-(2-butenyl)nitrobenzene (9.3 g) with hydrogen and palladium on carbon (10%, 0.93 g) as described in Example 1a, gave 3-butylaniline (7.0 g), δ (60 MH...